Task: describe an organic reaction: reactants, conditions, products, and yield. Dataset: the Open Reaction Database (ORD), a public repository of structured organic reaction records The reactants are ClC1=NC=C(C(=N1)Cl)[N+](=O)[O-] (2,4-dichloro-5-nitropyrimidine), CC(C)([O-])C.[Li+] (lithium t-butoxide), cuprous iodide, C(C)[Mg]Br (ethylmagnesium bromide). Solvent: C1CCOC1 (THF). Product: ClC1=NC=C(C(=N1)CC)[N+](=O)[O-] (2-chloro-4-ethyl-5-nitropyrimidine). RXN SMILES: [Cl:1][C:2]1[N:7]=[C:6](Cl)[C:5]([N+:9]([O-:11])=[O:10])=[CH:4][N:3]=1.[CH3:12][C:13](C)([O-])C.[Li+].C([Mg]Br)C>C1COCC1>[Cl:1][C:2]1[N:7]=[C:6]([CH2:12][CH3:13])[C:5]([N+:9]([O-:11])=[O:10])=[CH:4][N:3]=1 |f:1.2|. Procedure details: In Scheme A, reaction of 2,4-dichloro-5-nitropyrimidine (1) with lithium t-butoxide, cuprous iodide and ethylmagnesium bromide in THF at -78° C. gives 2-chloro-4-ethyl-5-nitropyrimidine (2). Displacement of the 2-chloro group in 2, is accomplished by treatment with 2-ethyl-4-methylimidazole or imidazole in acetonitrile at room temperature. Reduction of the nitro moiety in 3 to produce 4 is accomplished as illustrated. Reduction of 2,6-dichloro-4-ethyl-5-nitropyrimidine (5) is accomplished as ill... Reactants: COC(=O)c1ccc(N(N)C(C)=O)c([N+](=O)[O-])c1, COC(C)O, [H][H]. Product: COC(=O)c1ccc(N(N)C(C)=O)c(N)c1. Reaction SMILES: [CH3:1][O:2][C:3](=[O:4])[c:5]1[cH:6][c:7]([N+:16]([O-:17])=[O:18])[c:8]([N:11]([NH2:12])[C:13]([CH3:14])=[O:15])[cH:9][cH:10]1.[CH3:21][O:22][CH:23]([OH:24])[CH3:25].[H:19][H:20]>>[CH3:1][O:2][C:3](=[O:4])[c:5]1[cH:6][c:7]([NH2:16])[c:8]([N:11]([NH2:12])[C:13]([CH3:14])=[O:15])[cH:9][cH:10]1. Starting materials: [N+](=[N-])=CC(=O)OCC (ethyl diazoacetate), C1(=CC=CC=C1)[C@H]1N=COC1 ((4R)-4-phenyl-2-oxazoline), C(C1=CC=CC=C1)(=O)OC1=CC=C2C=CCC2=C1 (1H-Inden-6-yl benzoate), Cu(I) triflate. Run in ClCCl (dichloromethane), ClCCl (dichloromethane). Run at time 4 hour. The product is C(C1=CC=CC=C1)(=O)OC1=CC=2C[C@@H]3[C@H](C2C=C1)[C@H]3C(=O)OCC (Ethyl (1S,1aS,6aR)-4-(benzoyloxy)-1,1a,6,6a-tetrahydrocyclopropa[a]indene-1-carboxylate). Reaction SMILES: C1([C@@H]2COC=N2)C=CC=CC=1.[C:12]([O:20][C:21]1[CH:29]=[C:28]2[C:24]([CH:25]=[CH:26][CH2:27]2)=[CH:23][CH:22]=1)(=[O:19])[C:13]1[CH:18]=[CH:17][CH:16]=[CH:15][CH:14]=1.[N+](=[CH:32][C:33]([O:35][CH2:36][CH3:37])=[O:34])=[N-]>ClCCl>[C:12]([O:20][C:21]1[CH:22]=[CH:23][C:24]2[C@@H:25]3[C@@H:32]([C:33]([O:35][CH2:36][CH3:37])=[O:34])[C@@H:26]3[CH2:27][C:28]=2[CH:29]=1)(=[O:19])[C:13]1[CH:14]=[CH:15][CH:16]=[CH:17][CH:18]=1. Procedure: (+)-2,2′-Isopropylidenebis[(4R)-4-phenyl-2-oxazoline (849 mg, 2.542 mmol) was added to a stirring solution of 1H-inden-6-yl benzoate from Step D (30 g, 127.119 mmol) and Cu(I) triflate (657 mg, 1.271 mmol) in dichloromethane (300 mL) at rt under nitrogen. The solution was stirred at rt for 4 h. A solution of ethyl diazoacetate (29 g, 254.237 mmol) in dichloromethane (100 mL) was added at it through a syringe pump over a period of 72 h. Solvent was removed under reduce pressure, and the residue w...